Dataset: the Open Reaction Database (ORD), a public repository of structured organic reaction records. Task: describe an organic reaction: reactants, conditions, products, and yield Starting materials: C(C)OC=1C=C(C=NC1OCC1=CC=C(C=C1)OC)C1=CC(=C(C=C1)CC(=O)NC1=CC(=NN1)C(C(F)(F)F)(C)C)F (2-(4-(5-ethoxy-6-((4-methoxybenzyl)oxy)pyridin-3-yl)-2-fluorophenyl)-N-(3-(1,1,1-trifluoro-2-methylpropan-2-yl)-1H-pyrazol-5-yl)acetamide), O (Water), C(C)#N (Acetonitrile), C(Cl)Cl (DCM). The solvent is C(=O)(C(F)(F)F)O (TFA). Product: phase A, Cl.C(C)OC1=CC(=CNC1=O)C1=CC(=C(C=C1)CC(=O)NC1=CC(=NN1)C(C(F)(F)F)(C)C)F (2-(4-(5-ethoxy-6-oxo-1,6-dihydropyridin-3-yl)-2-fluorophenyl)-N-(3-(1,1,1-trifluoro-2-methylpropan-2-yl)-1H-pyrazol-5-yl)acetamide hydrochloride). Isolated yield 49.2%. Reaction SMILES: [CH2:1]([O:3][C:4]1[CH:5]=[C:6]([C:20]2[CH:25]=[CH:24][C:23]([CH2:26][C:27]([NH:29][C:30]3[NH:34][N:33]=[C:32]([C:35]([CH3:41])([CH3:40])[C:36]([F:39])([F:38])[F:37])[CH:31]=3)=[O:28])=[C:22]([F:42])[CH:21]=2)[CH:7]=[N:8][C:9]=1[O:10]CC1C=CC(OC)=CC=1)[CH3:2].C(Cl)[Cl:44].O.C(#N)C>C(O)(C(F)(F)F)=O>[ClH:44].[CH2:1]([O:3][C:4]1[C:9](=[O:10])[NH:8][CH:7]=[C:6]([C:20]2[CH:25]=[CH:24][C:23]([CH2:26][C:27]([NH:29][C:30]3[NH:34][N:33]=[C:32]([C:35]([CH3:41])([CH3:40])[C:36]([F:38])([F:39])[F:37])[CH:31]=3)=[O:28])=[C:22]([F:42])[CH:21]=2)[CH:5]=1)[CH3:2] |f:5.6|. Procedure: A mixture of 2-(4-(5-ethoxy-6-((4-methoxybenzyl)oxy)pyridin-3-yl)-2-fluorophenyl)-N-(3-(1,1,1-trifluoro-2-methylpropan-2-yl)-1H-pyrazol-5-yl)acetamide (100 mg, 0.170 mmol) in TFA.DCM (solvate) (10 mL, 10%) was stirred for 0.5 h at 25° C. Then the mixture was concentrated to give a residue which purified by preparative HPLC (column: ASB C18 150*25 mm/Mobile phase A: Water(Water+0.1% HCl)/Mobile phaseB: Acetonitrile/Gradient: 33-63 (B %)/Flowrate: 25 mL/min/Run time: 15 min) to yield a white solid... Starting materials: CC(C)COC(=O)Cl, ClCCl, Cl, COc1nc(Cl)cnc1N, c1ccncc1. Yields the product COc1nc(Cl)cnc1NC(=O)OCC(C)C. Reaction SMILES: [Cl:1][C:2](=[O:3])[O:4][CH2:5][CH:6]([CH3:7])[CH3:8].[Cl:26][CH2:27][Cl:28].[ClH:25].[NH2:9][c:10]1[n:11][cH:12][c:13]([Cl:18])[n:14][c:15]1[O:16][CH3:17].[cH:19]1[cH:20][cH:21][n:22][cH:23][cH:24]1>>[C:2](=[O:3])([O:4][CH2:5][CH:6]([CH3:7])[CH3:8])[NH:9][c:10]1[n:11][cH:12][c:13]([Cl:18])[n:14][c:15]1[O:16][CH3:17]. Starting materials: C1CCOC1, CC(C)C[AlH]CC(C)C, CCOC(C)=O, O=C1CC2C(CC(OC3CCCCO3)C2CCC(F)(F)COc2ccccc2)O1. Yields the product OC1CC2C(CC(OC3CCCCO3)C2CCC(F)(F)COc2ccccc2)O1. As a reaction SMILES: [CH2:45]1[O:46][CH2:47][CH2:48][CH2:49]1.[CH3:30][CH:31]([CH2:32][AlH:33][CH2:34][CH:35]([CH3:36])[CH3:37])[CH3:38].[CH3:39][CH2:40][O:41][C:42](=[O:43])[CH3:44].[F:1][C:2]([CH2:3][CH2:4][CH:5]1[CH:6]([O:14][CH:15]2[O:16][CH2:17][CH2:18][CH2:19][CH2:20]2)[CH2:7][CH:8]2[O:9][C:10](=[O:13])[CH2:11][CH:12]12)([CH2:21][O:22][c:23]1[cH:24][cH:25][cH:26][cH:27][cH:28]1)[F:29]>>[F:1][C:2]([CH2:3][CH2:4][CH:5]1[CH:6]([O:14][CH:15]2[O:16][CH2:17][CH2:18][CH2:19][CH2:20]2)[CH2:7][CH:8]2[O:9][CH:10]([OH:13])[CH2:11][CH:12]12)([CH2:21][O:22][c:23]1[cH:24][cH:25][cH:26][cH:27][cH:28]1)[F:29]. Starting materials: [BH4-], CCO, Cc1ccc(C(=O)c2ccc(C)cc2)cc1, Cc1ccccc1, [Na+], C1CCOC1, O, OC1CCNCC1, Cc1ccc(S(=O)(=O)O)cc1. The product is Cc1ccc(C(OC2CCNCC2)c2ccc(C)cc2)cc1. Reaction SMILES: [BH4-:17].[CH2:43]([OH:44])[CH3:45].[CH3:1][c:2]1[cH:3][cH:4][c:5]([C:6](=[O:7])[c:8]2[cH:9][cH:10][c:11]([CH3:14])[cH:12][cH:13]2)[cH:15][cH:16]1.[CH3:46][c:47]1[cH:48][cH:49][cH:50][cH:51][cH:52]1.[Na+:18].[O:38]1[CH2:39][CH2:40][CH2:41][CH2:42]1.[OH2:26].[OH:19][CH:20]1[CH2:21][CH2:22][NH:23][CH2:24][CH2:25]1.[c:27]1([CH3:28])[cH:29][cH:30][c:31]([S:32]([OH:33])(=[O:34])=[O:35])[cH:36][cH:37]1>>[CH3:1][c:2]1[cH:3][cH:4][c:5]([CH:6]([O:7][CH:20]2[CH2:21][CH2:22][NH:23][CH2:24][CH2:25]2)[c:8]2[cH:9][cH:10][c:11]([CH3:14])[cH:12][cH:13]2)[cH:15][cH:16]1. The reactants are C(Cl)Cl (methylene chloride), C(C)OC(COC1=CC=C(C=C1)S(=O)(=O)Cl)=O ((4-chlorosulfonyl-phenoxy)-acetic acid ethyl ester), [Sn] (tin), Cl (HCl). Solvent: O1CCOCC1 (dioxane). The product is C(C)OC(COC1=CC=C(C=C1)S)=O ((4-Mercapto-phenoxy)-acetic acid ethyl ester). Reaction SMILES: [CH2:1]([O:3][C:4](=[O:17])[CH2:5][O:6][C:7]1[CH:12]=[CH:11][C:10]([S:13](Cl)(=O)=O)=[CH:9][CH:8]=1)[CH3:2].[Sn].Cl.C(Cl)Cl>O1CCOCC1>[CH2:1]([O:3][C:4](=[O:17])[CH2:5][O:6][C:7]1[CH:8]=[CH:9][C:10]([SH:13])=[CH:11][CH:12]=1)[CH3:2] |^3:17|. Procedure: To a mixture of (4-chlorosulfonyl-phenoxy)-acetic acid ethyl ester (0.98 g, 3.5 mmol) and tin powder (2.1 g) in ehtanol (4.4 mL) is added HCl in dioxane (1.0 M, 4.4 mL) under nitrogen. The mixture is heated to reflux for 2 hrs, it is poured into ice and methylene chloride and filtered. The layers are separated and extracted with methylene chloride, dried and concentrated. The crude product is used for next step without purification.